Dataset: the Open Reaction Database (ORD), a public repository of structured organic reaction records. Task: describe an organic reaction: reactants, conditions, products, and yield Reported procedure: A solution of 7 5 mg (0.44 mmol) of 3-cyanomethyl-2-methyl-pyrrolo [2,3 -b]pyridine and 99 mg(0.57 mmol) of 4-fluorophenacyl chloride in 1 ml acetonitrile was refluxed for 48 h. The solvent was evaporated and the residue was treated with 0.4 ml acetonitrile. After filtration the solid was treated with 0,3 ml methanol and 0,4 ml acetonitrile to give 75 mg (55% ) of the title compound. Product: Cl.C(#N)CC1=C(N=C2N(C=CC=C21)CC(=O)C2=CC=C(C=C2)F)C (3-cyanomethyl-2-methyl-7-(4-fluorophenacyl) pyrrolo[2,3-b]pyridine hydrochloride). Yield: 55.0%. As a reaction SMILES: [C:1]([CH2:3][C:4]1[C:12]2[C:7](=[N:8][CH:9]=[CH:10][CH:11]=2)[NH:6][C:5]=1[CH3:13])#[N:2].[F:14][C:15]1[CH:24]=[CH:23][C:18]([C:19](=[O:22])[CH2:20][Cl:21])=[CH:17][CH:16]=1>C(#N)C>[ClH:21].[C:1]([CH2:3][C:4]1[C:12]2[C:7]([N:8]([CH2:20][C:19]([C:18]3[CH:23]=[CH:24][C:15]([F:14])=[CH:16][CH:17]=3)=[O:22])[CH:9]=[CH:10][CH:11]=2)=[N:6][C:5]=1[CH3:13])#[N:2] |f:3.4|. Run in C(C)#N (acetonitrile). Reactants: 7, C(#N)CC1=C(NC2=NC=CC=C21)C (3-cyanomethyl-2-methyl-pyrrolo [2,3 -b]pyridine), FC1=CC=C(C(CCl)=O)C=C1 (4-fluorophenacyl chloride). Reactants: CC(COS(C)(=O)=O)N1c2ccc(Cl)cc2Sc2ccc(C#N)cc21, CCN, O. Yields the product CCNCC(C)N1c2ccc(Cl)cc2Sc2ccc(C#N)cc21. RXN SMILES: [CH3:1][S:2]([O:3][CH2:6][CH:7]([CH3:8])[N:9]1[c:10]2[cH:11][cH:12][c:13]([Cl:25])[cH:14][c:15]2[S:16][c:17]2[cH:18][cH:19][c:20]([C:23]#[N:24])[cH:21][c:22]21)(=[O:4])=[O:5].[CH3:26][CH2:27][NH2:28].[OH2:29]>>[CH2:6]([CH:7]([CH3:8])[N:9]1[c:10]2[cH:11][cH:12][c:13]([Cl:25])[cH:14][c:15]2[S:16][c:17]2[cH:18][cH:19][c:20]([C:23]#[N:24])[cH:21][c:22]21)[NH:28][CH2:27][CH3:26]. Reactants: CC1=CC=C(C=C1)S(=O)(=O)Cl (4-Methylbenzenesulphonyl chloride), BrC=1C=C(C=CC1)CCO (3-bromobenzeneethanol). The solvent is O (water), N1=CC=CC=C1 (pyridine). Conditions: time 16 hour. Yields the product BrC=1C=C(C=CC1)CCO.CC1=CC=C(C=C1)S(=O)(=O)[O-] (3-Bromobenzeneethanol 4-methylbenzenesulphonate). The yield is 187.6%. Reaction SMILES: [CH3:1][C:2]1[CH:7]=[CH:6][C:5]([S:8](Cl)(=[O:10])=[O:9])=[CH:4][CH:3]=1.[Br:12][C:13]1[CH:14]=[C:15]([CH2:19][CH2:20][OH:21])[CH:16]=[CH:17][CH:18]=1>N1C=CC=CC=1.O>[Br:12][C:13]1[CH:14]=[C:15]([CH2:19][CH2:20][OH:21])[CH:16]=[CH:17][CH:18]=1.[CH3:1][C:2]1[CH:7]=[CH:6][C:5]([S:8]([O-:10])(=[O:21])=[O:9])=[CH:4][CH:3]=1 |f:4.5|. Reported procedure: 4-Methylbenzenesulphonyl chloride (4.38 g) was added portionwise to a solution of 3-bromobenzeneethanol [Example H(a)] (2.30 g, 11.4 mmol) in pyridine (30 ml) at 0° C., and the mixture stood at -20° C. for 16 h. The mixture was diluted with water, extracted with diethyl ether, the extracts combined, washed twice with aqueous 4N hydrochloric acid and once with saturated aqueous sodium chloride, dried over sodium sulphate and evaporated to afford a pale yellow oil (3.98 g). [M-OTs]+ 182; 360 MHz 1... Starting materials: Cl (hydrochloric acid), C(C)(=O)OCC (ethyl acetate), C(#N)C(C)(C)C=1C=C(C(=O)O)C=CC1 (3-(1-cyano-1-methylethyl)benzoic acid), solution, [H-].C(C(C)C)[Al+]CC(C)C (diisobutylaluminum hydride), CCCCCC (hexane). The solvent is C1(=CC=CC=C1)C (toluene), O1CCCC1 (tetrahydrofuran). Product: CC(C=O)(C)C=1C=C(C(=O)O)C=CC1 (3-(1,1-dimethyl-2-oxoethyl)benzoic acid). Reported procedure: To a solution of 3-(1-cyano-1-methylethyl)benzoic acid (8.60 g, 45.5 mmol) in toluene (60 mL)/tetrahydrofuran (40 mL) was added dropwise a 1.0M solution of diisobutylaluminum hydride in hexane (100 mL, 100 mmol) at −78° C. over 1 hr. After the completion of the dropwise addition, the mixture was stirred at −78° C. for 1 hr and at 0° C. for 1 hr. The reaction mixture was poured into a mixture of ethyl acetate (200 mL) and 3N hydrochloric acid (300 mL), and the organic layer and the aqueous layer ... Reaction conditions: temperature 0 celsius, time 1 hour. Reaction SMILES: [C:1]([C:3]([C:6]1[CH:7]=[C:8]([CH:12]=[CH:13][CH:14]=1)[C:9]([OH:11])=[O:10])([CH3:5])[CH3:4])#N.[H-].C([Al+]CC(C)C)C(C)C.CCCCCC.Cl.C(OCC)(=[O:34])C>C1(C)C=CC=CC=1.O1CCCC1>[CH3:5][C:3]([C:6]1[CH:7]=[C:8]([CH:12]=[CH:13][CH:14]=1)[C:9]([OH:11])=[O:10])([CH3:4])[CH:1]=[O:34] |f:1.2|. Yield: 73.0%. Reactants: Cl (Hydrogen chloride), solution, O1CCOCC1 (1,4-dioxane), FC=1C=C(C=CC1C=1SC2=NC(=CC=C2N1)C1(CC1)C1=CC=CC=C1)[C@H](C)N[S@](=O)C(C)(C)C ((R)-N-((S)-1-(3-fluoro-4-(5-(1-phenylcyclopropyl)thiazolo[5,4-b]pyridin-2-yl)phenyl)ethyl)-2-methylpropane-2-sulfinamide). Run in CO (methanol). Reaction conditions: time 4 hour. The product is FC=1C=C(C=CC1C=1SC2=NC(=CC=C2N1)C1(CC1)C1=CC=CC=C1)[C@H](C)N ((S)-1-(3-fluoro-4-(5-(1-phenylcyclopropyl)thiazolo[5,4-b]pyridin-2-yl)phenyl)ethanamine). Reaction SMILES: Cl.O1CCOCC1.[F:8][C:9]1[CH:10]=[C:11]([C@@H:33]([NH:35][S@@](C(C)(C)C)=O)[CH3:34])[CH:12]=[CH:13][C:14]=1[C:15]1[S:16][C:17]2[C:22]([N:23]=1)=[CH:21][CH:20]=[C:19]([C:24]1([C:27]3[CH:32]=[CH:31][CH:30]=[CH:29][CH:28]=3)[CH2:26][CH2:25]1)[N:18]=2>CO>[F:8][C:9]1[CH:10]=[C:11]([C@@H:33]([NH2:35])[CH3:34])[CH:12]=[CH:13][C:14]=1[C:15]1[S:16][C:17]2[C:22]([N:23]=1)=[CH:21][CH:20]=[C:19]([C:24]1([C:27]3[CH:28]=[CH:29][CH:30]=[CH:31][CH:32]=3)[CH2:25][CH2:26]1)[N:18]=2. Procedure details: Hydrogen chloride, 4.0 M solution in 1,4-dioxane (0.63 mL, 2.5 mmol) was added to a suspension of (R)-N-((S)-1-(3-fluoro-4-(5-(1-phenylcyclopropyl)thiazolo[5,4-b]pyridin-2-yl)phenyl)ethyl)-2-methylpropane-2-sulfinamide. (0.413 g, 0.84 mmol)) in methanol (60.00 mL). The yellow reaction mixture was allowed to stir at ambient temperature for 4 h. The crude reaction mixture was concentrated in vacuo and purified by silica gel chromatography to afford (S)-1-(3-fluoro-4-(5-(1-phenylcyclopropyl)thiazol... The reactants are NC1=NNC=N1 (3-amino-1,2,4-triazole), CC1=C(C(=CC=C1)C)[N+]#[C-] (2,6-dimethylphenylisonitrile), C(C1=CC=CO1)=O (furfural). The solvent is Cl(=O)(=O)(=O)O (perchloric acid). Product: CC1=C(C(=CC=C1)C)NC1=C(N=C2N1NC=N2)C=2OC=CC2 ((2,6-Dimethyl-phenyl)-(5-furan-2-yl-imidazo[1,2-b][1,2,4]triazol-6-yl)-amine). Reaction SMILES: [NH2:1][C:2]1[N:6]=[CH:5][NH:4][N:3]=1.[CH3:7][C:8]1[CH:13]=[CH:12][CH:11]=[C:10]([CH3:14])[C:9]=1[N+:15]#[C-:16].[CH:17](=O)[C:18]1[O:22][CH:21]=[CH:20][CH:19]=1>Cl(O)(=O)(=O)=O>[CH3:7][C:8]1[CH:13]=[CH:12][CH:11]=[C:10]([CH3:14])[C:9]=1[NH:15][C:16]1[N:3]2[NH:4][CH:5]=[N:6][C:2]2=[N:1][C:17]=1[C:18]1[O:22][CH:21]=[CH:20][CH:19]=1. Procedure details: Compound 18 was prepared in accordance with the general synthesis instructions from 1.0 ml (0.1 mmol) 3-amino-1,2,4-triazole solution (0.1 M, MC), 0.575 ml (0.115 mmol) 2,6-dimethylphenylisonitrile solution (0.2 M, MC), 0.500 ml (0.15 mmol) furfural solution (0.3 M, MC) and 10 μl perchloric acid (w=20%) in a substance library. The reactants are C1(=CC=C(C=C1)B(O)O)B(O)O (1,4-benzene diboronic acid), IC1=CC=C(C(=O)OCCCC)C=C1 (butyl 4-iodobenzoate), C([O-])([O-])=O.[Na+].[Na+] (sodium carbonate), COCCOC (1,2-dimethoxyethane). Reagents/catalysts: Cl[Pd]([P](C1=CC=CC=C1)(C2=CC=CC=C2)C3=CC=CC=C3)([P](C4=CC=CC=C4)(C5=CC=CC=C5)C6=CC=CC=C6)Cl (Dichlorobis(triphenylphosphine)-palladium(II)). Solvent: O (water), ClCCl (Dichloromethane), O (water), C(C)O (ethanol). Run at time 10 minute. The product is C1(=CC=C(C=C1)C(=O)OCCCC)C=1C(=CC(=CC1)C(=O)OCCCC)C1=CC=CC=C1 (dibutyl 4,4′-terphenyl dicarboxylate). As a reaction SMILES: [C:1]1(B(O)O)[CH:6]=[CH:5][C:4](B(O)O)=[CH:3][CH:2]=1.I[C:14]1[CH:26]=[CH:25][C:17]([C:18]([O:20][CH2:21][CH2:22][CH2:23][CH3:24])=[O:19])=[CH:16][CH:15]=1.[C:27](=[O:30])([O-])[O-:28].[Na+].[Na+].CO[CH2:35][CH2:36]OC>Cl[Pd](Cl)([P](C1C=CC=CC=1)(C1C=CC=CC=1)C1C=CC=CC=1)[P](C1C=CC=CC=1)(C1C=CC=CC=1)C1C=CC=CC=1.O.ClCCl.C(O)C>[C:1]1([C:14]2[C:26]([C:36]3[CH:35]=[CH:16][CH:15]=[CH:14][CH:26]=3)=[CH:25][C:17]([C:18]([O:20][CH2:21][CH2:22][CH2:23][CH3:24])=[O:19])=[CH:16][CH:15]=2)[CH:6]=[CH:5][C:4]([C:27]([O:28][CH2:21][CH2:22][CH2:23][CH3:24])=[O:30])=[CH:3][CH:2]=1 |f:2.3.4,^1:41,60|. Reported procedure: Finally, dibutyl 4,4′-terphenyl dicarboxylate (CS-13) was prepared. A mixture of 1,4-benzene diboronic acid (1.00 g, 6.0 mmol), butyl 4-iodobenzoate (4.04 g, 13 mmol), sodium carbonate (1.92 g, 18 mmol), 1,2-dimethoxyethane (25 mL), ethanol (7 mL), and water (10 mL) was deaerated by sparing with nitrogen for 10 min. Dichlorobis(triphenylphosphine)-palladium(II) (0.085 g, 0.12 mmol) was added, and the sparging was continued for 5 min. The stirred reaction mixture was held at reflux under nitrogen... The reactants are C(C)(=O)OCC(=CC=C(C=CC=C(C=CC1=C(CCCC1(C)C)C)C)C)C (2,5,9-trimethyl-11-(2,6,6-trimethyl-1-cyclohexen-1-yl)-2,4,6,8,10-undecapentaenyl acetate), [S-]C1=CC=CC=C1.[Na+] (sodium thiophenoxide). Solvent: C1CCOC1 (THF), CN(C)P(=O)(N(C)C)N(C)C (HMPA), C(C)OCC (diethyl ether). Run at time 18 hour. The product is C1(=CC=CC=C1)SCC(=CC=C(C=CC=C(C=CC1=C(CCCC1(C)C)C)C)C)C (1-Phenylmercapto-2,5,9-trimethyl-11-(2,6,6-trimethyl-1-cyclohexen-1-yl)-2,4,6,8,10-undecapentaene). Reaction SMILES: C(O[CH2:5][C:6]([CH3:27])=[CH:7][CH:8]=[C:9]([CH3:26])[CH:10]=[CH:11][CH:12]=[C:13]([CH3:25])[CH:14]=[CH:15][C:16]1[C:21]([CH3:23])([CH3:22])[CH2:20][CH2:19][CH2:18][C:17]=1[CH3:24])(=O)C.[S-:28][C:29]1[CH:34]=[CH:33][CH:32]=[CH:31][CH:30]=1.[Na+]>C1COCC1.CN(P(N(C)C)(N(C)C)=O)C.C(OCC)C>[C:29]1([S:28][CH2:5][C:6]([CH3:27])=[CH:7][CH:8]=[C:9]([CH3:26])[CH:10]=[CH:11][CH:12]=[C:13]([CH3:25])[CH:14]=[CH:15][C:16]2[C:21]([CH3:22])([CH3:23])[CH2:20][CH2:19][CH2:18][C:17]=2[CH3:24])[CH:34]=[CH:33][CH:32]=[CH:31][CH:30]=1 |f:1.2|. Procedure details: To a solution of 1.85 g (5 mmol) of 2,5,9-trimethyl-11-(2,6,6-trimethyl-1-cyclohexen-1-yl)-2,4,6,8,10-undecapentaenyl acetate in 25 ml of anhydrous THF and 8 ml of HMPA is added in portions 0.68 g (5.2 mmol) of sodium thiophenoxide. The resulting mixture is stirred at room temperature for 18 hours and then taken up in 250 ml of diethyl ether. The solution is washed with saturated aqueous NH4Cl and water, dried annd evaporated in vacuo to give an oil. Purification on a silica gel dry column gives...